The task is: describe an organic reaction: reactants, conditions, products, and yield. This data is from the Open Reaction Database (ORD), a public repository of structured organic reaction records. Reactants: ClC1=CC=C2CCC(NC2=C1)=O (7-chloro-3,4-dihydro-2(1H)-quinolinone), [H-].[Na+] (sodium hydride), CN(C)C=O (DMF), ClC1=C(OC2=C(C=CC(=C2)C(F)(F)F)CCC(=O)O)C=CC(=C1)S(=O)(=O)C (3-[2-[2-Chloro-4-(methylsulfonyl)phenoxy]-4-(trifluoromethyl)phenyl]propanoic acid). Run at temperature 90 celsius. Yields the product ClC1=CC(=C(C=C1)CCC(=O)O)NC1=C(C=C(C=C1)S(=O)(=O)C)Cl (4-chloro-2-[[2-chloro-4-(methylsulfonyl)phenyl]amino]-benzenepropanoic acid). As a reaction SMILES: [Cl:1][C:2]1[CH:11]=[C:10]2[C:5]([CH2:6][CH2:7][C:8](=[O:12])[NH:9]2)=[CH:4][CH:3]=1.[H-].[Na+].[Cl:15][C:16]1[CH:37]=[C:36]([S:38]([CH3:41])(=[O:40])=[O:39])[CH:35]=[CH:34][C:17]=1OC1C=C(C(F)(F)F)C=CC=1CCC(O)=O.CN(C=[O:46])C>>[Cl:1][C:2]1[CH:3]=[CH:4][C:5]([CH2:6][CH2:7][C:8]([OH:12])=[O:46])=[C:10]([NH:9][C:17]2[CH:34]=[CH:35][C:36]([S:38]([CH3:41])(=[O:40])=[O:39])=[CH:37][C:16]=2[Cl:15])[CH:11]=1 |f:1.2|. Procedure: A solution of the product from step (ii) (0.174 g) and sodium hydride (60% wt. disp. oil, 0.039 g) in DMF (10 ml) was stirred at 50° C. for 1 hour. The product from example 3 step (vi)-(vii) (0.200 g) was added and the mixture was refluxed at 90° C. for 3 hours. The mixture was partitioned between 2M sodium hydroxide and diethyl ether. The aqueous layer was acidified with 2M hydrochloric acid, extracted with ethyl acetate and the organic layer dried and concentrated under reduced pressure to giv... The reactants are ClC1=CC=C(C(=N1)C1=NC=CC=C1F)SCCC(=O)OCC (ethyl 3-((6-chloro-3′-fluoro-[2,2′-bipyridin]-3-yl)thio)propanoate), CC(C)(C)[O-].[K+] (potassium 2-methylpropan-2-olate). Run in C1CCOC1 (THF). Run at temperature 75 celsius. The product is ClC1=CC=C2C(=N1)C1=NC=CC=C1S2 (2-chlorothieno[3,2-b:4,5-b′]dipyridine). Isolated yield 65.3%. As a reaction SMILES: [Cl:1][C:2]1[N:7]=[C:6]([C:8]2[C:13](F)=[CH:12][CH:11]=[CH:10][N:9]=2)[C:5]([S:15]CCC(OCC)=O)=[CH:4][CH:3]=1.CC([O-])(C)C.[K+]>C1COCC1>[Cl:1][C:2]1[N:7]=[C:6]2[C:8]3[C:13]([S:15][C:5]2=[CH:4][CH:3]=1)=[CH:12][CH:11]=[CH:10][N:9]=3 |f:1.2|. Procedure details: A 500 mL RBF was charged with ethyl 3-((6-chloro-3′-fluoro-[2,2′-bipyridin]-3-yl)thio)propanoate (16.55 g, 48.6 mmol), THF (Volume: 194 mL) and degassed with nitrogen for 10 minutes, then treated with potassium 2-methylpropan-2-olate (8.17 g, 72.8 mmol) and heated to reflux at 75° C. for 24 hours. The reaction was quenched with aqueous ammonium chloride, extracted 2× with EtOAc. The crude product was purified by column chromatography to give 2-chlorothieno[3,2-b:4,5-b′]dipyridine (7 g, 68% yield... The reagents and catalysts are [Ni].O (Raney nickel water). Reaction SMILES: CS[CH:3]1[C:11]2[C:6](=[CH:7][C:8]([CH3:18])=[CH:9][C:10]=2[C:12]2[CH:17]=[CH:16][CH:15]=[CH:14][CH:13]=2)[NH:5][C:4]1=[O:19]>O1CCCC1.[Ni].O>[CH3:18][C:8]1[CH:7]=[C:6]2[C:11]([CH2:3][C:4](=[O:19])[NH:5]2)=[C:10]([C:12]2[CH:17]=[CH:16][CH:15]=[CH:14][CH:13]=2)[CH:9]=1 |f:2.3|. Run in O1CCCC1 (tetrahydrofuran). Procedure: To a slurry of 11.8 grams (0.044 mole) of 3-methylthio-6-methyl-4-phenylindoline-2-one in 500 milliliters of tetrahydrofuran are added 100 grams of a commercial Raney nickel/water preparation portionwise over a two-hour period. The mixture is filtered through Celite and the filtrate concentrated. A small amount of methylene chloride is added to the residue and the resulting solid is collected by filtration. Reactants: CSC1C(NC2=CC(=CC(=C12)C1=CC=CC=C1)C)=O (3-methylthio-6-methyl-4-phenylindoline-2-one). The product is CC1=CC(=C2CC(NC2=C1)=O)C1=CC=CC=C1 (6-Methyl-4-phenylindolin-2-one).